This data is from the Open Reaction Database (ORD), a public repository of structured organic reaction records. The task is: describe an organic reaction: reactants, conditions, products, and yield Reactants: O=C(O)c1ncoc1Cc1ccccc1, O=S(Cl)Cl. The product is ClCc1ncoc1Cc1ccccc1. As a reaction SMILES: [CH2:1]([c:2]1[cH:3][cH:4][cH:5][cH:6][cH:7]1)[c:8]1[c:9]([C:13]([OH:14])=[O:15])[n:10][cH:11][o:12]1.[S:16]([Cl:17])([Cl:18])=[O:19]>>[CH2:1]([c:2]1[cH:3][cH:4][cH:5][cH:6][cH:7]1)[c:8]1[c:9]([CH2:13][Cl:18])[n:10][cH:11][o:12]1. Reactants: C(C)OC(=O)C1=C(C2=CC=CC(=C2C=C1)OC)CCCC (1-butyl-5-methoxy-2-naphthalenecarboxylic acid ethyl ester), [OH-].[Na+] (sodium hydroxide). Solvent: CO (methanol). Reaction SMILES: C([O:3][C:4]([C:6]1[CH:15]=[CH:14][C:13]2[C:8](=[CH:9][CH:10]=[CH:11][C:12]=2[O:16][CH3:17])[C:7]=1[CH2:18][CH2:19][CH2:20][CH3:21])=[O:5])C.[OH-].[Na+]>CO>[CH2:18]([C:7]1[C:8]2[C:13](=[C:12]([O:16][CH3:17])[CH:11]=[CH:10][CH:9]=2)[CH:14]=[CH:15][C:6]=1[C:4]([OH:5])=[O:3])[CH2:19][CH2:20][CH3:21] |f:1.2|. Reported procedure: As in Example 112, 1-butyl-5-methoxy-2-naphthalenecarboxylic acid ethyl ester (3.45 g) in methanol (40 mL) was saponified with 2N sodium hydroxide solution (10 mL) at reflux for 1.75 hours. 3.1 g of crude acid, mp 151°-153° C., was obtained from the usual work up and crystallization of a sample from diethyl ether-hexane gave 1-butyl-5-methoxy-2-naphthalenecarboxylic acid, mp 154°-155° C. Anal. Calcd for C16H18O3 : C, 74.39; H, 7.02 Found: C, 74.05; H, 7.05 Yields the product C(CCC)C1=C(C=CC2=C(C=CC=C12)OC)C(=O)O (1-butyl-5-methoxy-2-naphthalenecarboxylic acid). The reactants are CC(C)(C)CC(=O)Cl, CC(C)c1c(N)nn2cccnc12, ClCCl, c1ccncc1. Product: CC(C)c1c(NC(=O)CC(C)(C)C)nn2cccnc12. As a reaction SMILES: [CH3:1][C:2]([CH2:3][C:4](=[O:5])[Cl:6])([CH3:7])[CH3:8].[CH:9]([CH3:10])([CH3:11])[c:12]1[c:13]([NH2:21])[n:14][n:15]2[c:16]1[n:17][cH:18][cH:19][cH:20]2.[Cl:22][CH2:23][Cl:24].[cH:25]1[cH:26][cH:27][n:28][cH:29][cH:30]1>>[CH3:1][C:2]([CH2:3][C:4](=[O:5])[NH:21][c:13]1[c:12]([CH:9]([CH3:10])[CH3:11])[c:16]2[n:15]([n:14]1)[cH:20][cH:19][cH:18][n:17]2)([CH3:7])[CH3:8]. Reaction SMILES: [CH:21]1([N:25]2[CH2:26][CH2:27][c:28]3[c:29]([cH:32][cH:33][c:34]([O:36][c:37]4[cH:38][cH:39][c:40]([NH2:43])[cH:41][n:42]4)[cH:35]3)[CH2:30][CH2:31]2)[CH2:22][CH2:23][CH2:24]1.[Cl:44][CH2:45][Cl:46].[O:1]1[CH2:2][CH2:3][CH:4]([C:7](=[O:8])[OH:9])[CH2:5][CH2:6]1.[OH2:10].[OH:11][n:12]1[c:13]2[cH:14][cH:15][cH:16][cH:17][c:18]2[n:19][n:20]1>>[O:1]1[CH2:2][CH2:3][CH:4]([C:7](=[O:9])[NH:43][c:40]2[cH:39][cH:38][c:37]([O:36][c:34]3[cH:33][cH:32][c:29]4[c:28]([cH:35]3)[CH2:27][CH2:26][N:25]([CH:21]3[CH2:22][CH2:23][CH2:24]3)[CH2:31][CH2:30]4)[n:42][cH:41]2)[CH2:5][CH2:6]1. Yields the product O=C(Nc1ccc(Oc2ccc3c(c2)CCN(C2CCC2)CC3)nc1)C1CCOCC1. Starting materials: Nc1ccc(Oc2ccc3c(c2)CCN(C2CCC2)CC3)nc1, ClCCl, O=C(O)C1CCOCC1, O, On1nnc2ccccc21. Starting materials: N(=O)[O-].[Na+] (sodium nitrite), NC=1C=C(C=CC1C1CCCCC1)N1C(OC(C1)COC)=O ((RS)-3-(3-amino-4-cyclohexyl-phenyl)-5-methoxymethyl-oxazolidin-2-one), ice, S(O)(O)(=O)=O (sulfuric acid). Run in O (water), O (water). Product: C1(CCCCC1)C1=C(C=C(C=C1)N1C(OC(C1)COC)=O)O ((RS)-3-(4-Cyclohexyl-3-hydroxy-phenyl)-5-methoxymethyl-oxazolidin-2-one). Yield: 60.0%. As a reaction SMILES: N[C:2]1[CH:3]=[C:4]([N:14]2[CH2:18][CH:17]([CH2:19][O:20][CH3:21])[O:16][C:15]2=[O:22])[CH:5]=[CH:6][C:7]=1[CH:8]1[CH2:13][CH2:12][CH2:11][CH2:10][CH2:9]1.S(=O)(=O)(O)[OH:24].N([O-])=O.[Na+]>O>[CH:8]1([C:7]2[CH:6]=[CH:5][C:4]([N:14]3[CH2:18][CH:17]([CH2:19][O:20][CH3:21])[O:16][C:15]3=[O:22])=[CH:3][C:2]=2[OH:24])[CH2:13][CH2:12][CH2:11][CH2:10][CH2:9]1 |f:2.3|. Reported procedure: 200 mg (0.7 mmol) of (RS)-3-(3-amino-4-cyclohexyl-phenyl)-5-methoxymethyl-oxazolidin-2-one were suspended in a mixture of 0.86 ml of water, 0.72 g of ice and 0.235 ml of conc. sulfuric acid and treated at 0°-50 with a solution of 45 mg (0.66 mmol) of sodium nitrite in 0.4 ml of water. After boiling under reflux for 3 hours the mixture was extracted with dichloromethane, dried with sodium sulfate and the solvent was distilled off. Chromatography over silica gel with ethyl acetate/hexane 1:2 gave ... The reactants are CN1C(N(C(C=2C1=CN(C2C2=CC=CC=C2)CCC(=O)O)=O)C)=O (3-(1,3-Dimethyl-2,4-dioxo-5-phenyl-3,4-dihydro-1H-pyrrolo[3,4-d]pyrimidin-6(2H)-yl)propanoic acid), CCCP(=O)=O (propylphosphonic anhydride). Run in CN(C)C=O (DMF). Product: CN1C(N(C(C=2C1=C1C(CCN1C2C2=CC=CC=C2)=O)=O)C)=O (1,3-Dimethyl-5-phenyl-7,8-dihydro-1H-pyrimido[4,5-a]pyrrolizine-2,4,9(3H)-trione). As a reaction SMILES: [CH3:1][N:2]1[C:7]2=[CH:8][N:9]([CH2:17][CH2:18][C:19](O)=[O:20])[C:10]([C:11]3[CH:16]=[CH:15][CH:14]=[CH:13][CH:12]=3)=[C:6]2[C:5](=[O:22])[N:4]([CH3:23])[C:3]1=[O:24].CCCP(=O)=O>CN(C=O)C>[CH3:1][N:2]1[C:7]2=[C:8]3[N:9]([C:10]([C:11]4[CH:12]=[CH:13][CH:14]=[CH:15][CH:16]=4)=[C:6]2[C:5](=[O:22])[N:4]([CH3:23])[C:3]1=[O:24])[CH2:17][CH2:18][C:19]3=[O:20]. Procedure details: 3-(1,3-Dimethyl-2,4-dioxo-5-phenyl-3,4-dihydro-1H-pyrrolo[3,4-d]pyrimidin-6(2H)-yl)propanoic acid (step 2) (2.11 g, 6.63 mmol) and propylphosphonic anhydride (4.34 g, 6.63 mmol) 50% in DMF was heated to 100° C. overnight. The reaction mixture was cooled to RT and the precipitate isolated using suction filtration. The isolated orange solid was washed with Et2O and dried in a vacuum oven at 50° C. Starting materials: N (NH3), TEA, CC(C)(C)OC(=O)N1CC[C@H]1C(=O)O (Boc-L-azetidine-2-carboxylic acid), ClC(=O)OCC (ethyl chloroformate). Solvent: C1CCOC1 (THF), C1CCOC1 (THF). Reaction conditions: temperature 0 celsius, time 20 minute. Product: C(C)(C)(C)OC(=O)N1[C@@H](CC1)C(N)=O ((S)-2-Carbamoyl-azetidine-1-carboxylic acid tert-butyl ester). RXN SMILES: [CH3:1][C:2]([O:5][C:6]([N:8]1[C@H:11]([C:12]([OH:14])=O)[CH2:10][CH2:9]1)=[O:7])([CH3:4])[CH3:3].ClC(OCC)=O.[NH3:21]>C1COCC1>[C:2]([O:5][C:6]([N:8]1[CH2:9][CH2:10][C@H:11]1[C:12](=[O:14])[NH2:21])=[O:7])([CH3:4])([CH3:3])[CH3:1]. Procedure: TEA (10.4 mL, 74.5 mmol) was added to a 0° C. solution of Boc-L-azetidine-2-carboxylic acid (7.50 g, 37.3 mmol) in THF (85 mL) and the resulting mixture was stirred at 0° C. for 20 min, before ethyl chloroformate (3.82 mL, 39.1 mmol) was added (exotherm). The rxn mixture was stirred at 0° C. for 20 min, then 25% aq. NH3 (62.7 mL, 447 mmol) in THF (25 mL) was added and the resulting mixture was allowed to reach rt and stirring was continued at rt for 45 min. The mixture was concentrated in vacuo ... The reactants are Brc1ccc2c(ccc3ncnn32)c1, CCCCC(CC)COC(=O)CCS, C1COCCO1, CCN(C(C)C)C(C)C, O=C(C=Cc1ccccc1)C=Cc1ccccc1, O=C(C=Cc1ccccc1)C=Cc1ccccc1, O=C(C=Cc1ccccc1)C=Cc1ccccc1, [Pd], [Pd], CC1(C)c2cccc(P(c3ccccc3)c3ccccc3)c2Oc2c(P(c3ccccc3)c3ccccc3)cccc21. Product: CCCCC(CC)COC(=O)CCSc1ccc2c(ccc3ncnn32)c1. RXN SMILES: [Br:1][c:2]1[cH:3][c:4]2[cH:5][cH:6][c:7]3[n:8]([c:9]2[cH:10][cH:11]1)[n:12][cH:13][n:14]3.[CH2:15]([CH3:16])[CH:17]([CH2:18][O:19][C:20]([CH2:21][CH2:22][SH:23])=[O:24])[CH2:25][CH2:26][CH2:27][CH3:28].[CH2:80]1[O:81][CH2:82][CH2:83][O:84][CH2:85]1.[CH:29]([N:30]([CH2:31][CH3:32])[CH:33]([CH3:34])[CH3:35])([CH3:36])[CH3:37].[O:106]=[C:107]([CH:108]=[CH:109][c:110]1[cH:111][cH:112][cH:113][cH:114][cH:115]1)[CH:116]=[CH:117][c:118]1[cH:119][cH:120][cH:121][cH:122][cH:123]1.[O:124]=[C:125]([CH:126]=[CH:127][c:128]1[cH:129][cH:130][cH:131][cH:132][cH:133]1)[CH:134]=[CH:135][c:136]1[cH:137][cH:138][cH:139][cH:140][cH:141]1.[O:88]=[C:89]([CH:90]=[CH:91][c:92]1[cH:93][cH:94][cH:95][cH:96][cH:97]1)[CH:98]=[CH:99][c:100]1[cH:101][cH:102][cH:103][cH:104][cH:105]1.[Pd:86].[Pd:87].[c:38]1([P:39]([c:40]2[cH:41][cH:42][cH:43][cH:44][cH:45]2)[c:46]2[c:47]3[c:71]([cH:72][cH:73][cH:74]2)[C:68]([CH3:69])([CH3:70])[c:50]2[c:49]([c:54]([P:55]([c:56]4[cH:57][cH:58][cH:59][cH:60][cH:61]4)[c:62]4[cH:63][cH:64][cH:65][cH:66][cH:67]4)[cH:53][cH:52][cH:51]2)[O:48]3)[cH:75][cH:76][cH:77][cH:78][cH:79]1>>[c:2]1([S:23][CH2:22][CH2:21][C:20]([O:19][CH2:18][CH:17]([CH2:15][CH3:16])[CH2:25][CH2:26][CH2:27][CH3:28])=[O:24])[cH:3][c:4]2[cH:5][cH:6][c:7]3[n:8]([c:9]2[cH:10][cH:11]1)[n:12][cH:13][n:14]3.